From a dataset of the Open Reaction Database (ORD), a public repository of structured organic reaction records. describe an organic reaction: reactants, conditions, products, and yield Reaction SMILES: [NH2:1][C:2]1[C:10]2[C:5](=[CH:6][CH:7]=[CH:8][CH:9]=2)[NH:4][C:3]=1[C:11]([O:13][CH2:14][CH3:15])=[O:12].Cl[C:17]1[N:22]=[CH:21][CH:20]=[CH:19][N:18]=1.[Cl-].[NH4+].C(OCC)(=O)C>C(OCC)(=O)C.ClCCl>[CH2:14]([O:13][C:11]([C:3]1[NH:4][C:5]2[C:10]([C:2]=1[NH:1][C:17]1[N:22]=[CH:21][CH:20]=[CH:19][N:18]=1)=[CH:9][CH:8]=[CH:7][CH:6]=2)=[O:12])[CH3:15] |f:2.3,5.6|. Starting materials: NC1=C(NC2=CC=CC=C12)C(=O)OCC (ethyl 3-aminoindole-2-carboxylate), ClC1=NC=CC=N1 (2-chloropyrimidine), [Cl-].[NH4+] (ammonium chloride), C(C)(=O)OCC (ethyl acetate). Yields the product C(C)OC(=O)C=1NC2=CC=CC=C2C1NC1=NC=CC=N1 (3-(Pyrimidin-2-ylamino)-1H-indole-2-carboxylic acid ethyl ester). Isolated yield 17.7%. Solvent: C(C)(=O)OCC.ClCCl (ethyl acetate dichloromethane). Procedure: Heat a mixture of ethyl 3-aminoindole-2-carboxylate (204 mg, 1.0 mmol) and 2-chloropyrimidine (1.2 g, 10.5 mmol) at 100° C. for 16 h. Cool the reaction and add aqueous ammonium chloride and ethyl acetate. Filter off excess 2-chloropyrimidine, separate the organic layer, dry with MgSO4, filter and concentrate to afford a crude mixture. Flash chromatograph the mixture on silica gel eluting with 25% ethyl acetate/dichloromethane to afford 50 mg of the title compound: MS 283 (M+H), TLC (silica gel, ...